From a dataset of the Open Reaction Database (ORD), a public repository of structured organic reaction records. describe an organic reaction: reactants, conditions, products, and yield Reactants: BrC1=CC=C(C=C1)F (4-bromofluorobenzene), ClC[Si](Cl)(Cl)Cl (chloromethyltrichlorosilane), C(C)(C)O (isopropanol), [Mg] (magnesium). Run in CCOCC (ether), CCOCC (ether), CCOCC (ether), hexanes, CCOCC (ether). Conditions: time 5 minute. The product is Cl[Si](C1=CC=C(C=C1)F)(C1=CC=C(C=C1)F)CCl (Chloro(chloromethyl)[bis(4-fluorophenyl)]silane). The yield is 61.0%. As a reaction SMILES: [Mg].Br[C:3]1[CH:8]=[CH:7][C:6]([F:9])=[CH:5][CH:4]=1.[Cl:10][CH2:11][Si:12]([Cl:15])(Cl)Cl.[CH:16](O)([CH3:18])[CH3:17]>CCOCC>[Cl:15][Si:12]([CH2:11][Cl:10])([C:16]1[CH:18]=[CH:7][C:6]([F:9])=[CH:5][CH:17]=1)[C:3]1[CH:8]=[CH:7][C:6]([F:9])=[CH:5][CH:4]=1. Procedure details: A suspension of 7.0 g (0.288 mol) of magnesium turnings in 50 ml of ether was stirred under nitrogen while a solution of 50.2 g (0.287 mol) of 4-bromofluorobenzene in 200 ml of ether was added dropwise at a rate that maintained gentle reflux. After another 2 hours at reflux, the mixture was chilled in ice and a solution of 12.0 ml (0.096 mol) of chloromethyltrichlorosilane in 30 ml of ether was added dropwise. The resulting mixture was refluxed for 4 hours, chilled in ice, treated with a solutio... Starting materials: CI, CN(C)C=O, [H-], [Na+], O=C1CC(c2ccccc2)Cc2[nH]ccc21. The product is Cn1ccc2c1CC(c1ccccc1)CC2=O. RXN SMILES: [CH3:19][I:20].[CH3:21][N:22]([CH3:23])[CH:24]=[O:25].[H-:1].[Na+:2].[c:3]1([CH:9]2[CH2:10][C:11](=[O:18])[c:12]3[cH:13][cH:14][nH:15][c:16]3[CH2:17]2)[cH:4][cH:5][cH:6][cH:7][cH:8]1>>[c:3]1([CH:9]2[CH2:10][C:11](=[O:18])[c:12]3[cH:13][cH:14][n:15]([CH3:19])[c:16]3[CH2:17]2)[cH:4][cH:5][cH:6][cH:7][cH:8]1. Reactants: CS(=O)(=O)C1=CC=C(C=C1)N (4-methanesulfonyl-phenylamine), [N+](=O)([O-])C=1C=C(C=O)C=CC1 (3-nitro-benzaldehyde). Run in C(C)O (ethanol). Product: CS(=O)(=O)C1=CC=C(C=C1)N=CC1=CC(=CC=C1)[N+](=O)[O-] ((4-methanesulfonyl-phenyl)-(3-nitro-benzylidene)-amine). The yield is 99.6%. RXN SMILES: [CH3:1][S:2]([C:5]1[CH:10]=[CH:9][C:8]([NH2:11])=[CH:7][CH:6]=1)(=[O:4])=[O:3].[N+:12]([C:15]1[CH:16]=[C:17]([CH:20]=[CH:21][CH:22]=1)[CH:18]=O)([O-:14])=[O:13]>C(O)C>[CH3:1][S:2]([C:5]1[CH:10]=[CH:9][C:8]([N:11]=[CH:18][C:17]2[CH:20]=[CH:21][CH:22]=[C:15]([N+:12]([O-:14])=[O:13])[CH:16]=2)=[CH:7][CH:6]=1)(=[O:3])=[O:4]. Procedure: A mixture of 4-methanesulfonyl-phenylamine (5.6 g, 33 mmol) and 3-nitro-benzaldehyde (5.45 g, 36 mmol) in ethanol (100 mL) was prepared. The reaction mixture was heated to reflux for 16 h. Then the reaction mixture cooled to room temperature. The solvent was removed in vacuo and the residue was washed with ether to afford (4-methanesulfonyl-phenyl)-(3-nitro-benzylidene)-amine (10 g, 99%) as a white solid: LC/MS m/e calcd for C14H12N2O4S (M+H)+: 305.33, observed: 305.1. Product: CC(c1ccc(-c2ccc(F)cc2)cc1)N1CCC(CCN2CCC(F)C2)(c2ccc(F)cc2)OC1=O. As a reaction SMILES: [F:1][c:2]1[cH:3][cH:4][c:5](-[c:8]2[cH:9][cH:10][c:11]([CH:14]([CH3:15])[N:16]3[C:17](=[O:32])[O:18][C:19]([CH2:22][CH2:23][OH:24])([c:25]4[cH:26][cH:27][c:28]([F:31])[cH:29][cH:30]4)[CH2:20][CH2:21]3)[cH:12][cH:13]2)[cH:6][cH:7]1.[F:33][CH:34]1[CH2:35][NH:36][CH2:37][CH2:38]1>>[F:1][c:2]1[cH:3][cH:4][c:5](-[c:8]2[cH:9][cH:10][c:11]([CH:14]([CH3:15])[N:16]3[C:17](=[O:32])[O:18][C:19]([CH2:22][CH2:23][N:36]4[CH2:35][CH:34]([F:33])[CH2:38][CH2:37]4)([c:25]4[cH:26][cH:27][c:28]([F:31])[cH:29][cH:30]4)[CH2:20][CH2:21]3)[cH:12][cH:13]2)[cH:6][cH:7]1. Reactants: CC(c1ccc(-c2ccc(F)cc2)cc1)N1CCC(CCO)(c2ccc(F)cc2)OC1=O, FC1CCNC1. Starting materials: Cl.O1CCOCC1 (hydrochloric acid dioxane), COC1=CC=C(CCN2C[C@@H](CC2)N2C3=C(OCC4=C2C=CC=C4)C=CC=C3)C=C1 ((R)-5,11-dihydro-5-[1-(4-methoxyphenethyl)pyrrolidine-3-yl]dibenzo[b,e][1,4]oxazepine). The solvent is ClCCl (dichloromethane). Conditions: time 1 hour. Yields the product Cl.COC1=CC=C(CCN2C[C@@H](CC2)N2C3=C(OCC4=C2C=CC=C4)C=CC=C3)C=C1 ((R)-5,11-Dihydro-5-[1-(4-methoxyphenethyl)pyrrolidine-3-yl]dibenzo[b,e][1,4]oxazepine Hydrochloride), solid. Yield: 77.0%. As a reaction SMILES: [ClH:1].O1CCOCC1.[CH3:8][O:9][C:10]1[CH:37]=[CH:36][C:13]([CH2:14][CH2:15][N:16]2[CH2:20][CH2:19][C@@H:18]([N:21]3[C:27]4[CH:28]=[CH:29][CH:30]=[CH:31][C:26]=4[CH2:25][O:24][C:23]4[CH:32]=[CH:33][CH:34]=[CH:35][C:22]3=4)[CH2:17]2)=[CH:12][CH:11]=1>ClCCl>[ClH:1].[CH3:8][O:9][C:10]1[CH:11]=[CH:12][C:13]([CH2:14][CH2:15][N:16]2[CH2:20][CH2:19][C@@H:18]([N:21]3[C:27]4[CH:28]=[CH:29][CH:30]=[CH:31][C:26]=4[CH2:25][O:24][C:23]4[CH:32]=[CH:33][CH:34]=[CH:35][C:22]3=4)[CH2:17]2)=[CH:36][CH:37]=1 |f:0.1,4.5|. Reported procedure: 2.0 ml of 4 M hydrochloric acid/dioxane was added to a solution of (R)-5,11-dihydro-5-[1-(4-methoxyphenethyl)pyrrolidine-3-yl]dibenzo[b,e][1,4]oxazepine (360 mg, 0.9 mmol) in dichloromethane (10 ml), and they were stirred for 1 hour. The solvent was evaporated under reduced pressure. The obtained residue was crystallized from ethanol to obtain the title compound in the form of a white solid (302 mg, 77%). The reactants are C(C)(C)(C)O[C@H](C(=O)O)C=1C(=C2C=CC(=NC2=CC1C)C1=CC=NN1)C1=CC=C(C=C1)Cl ((S)-2-tert-Butoxy-2-(5-(4-chlorophenyl)-7-methyl-2-(1H-pyrazol-5-yl)quinolin-6-yl)acetic acid), N1=CN=CC(=C1)B(O)O (pyrimidin-5-ylboronic acid), 9s. Product: C(C)(C)(C)O[C@H](C(=O)O)C=1C(=C2C=CC(=NC2=CC1C)C=1C=NC=NC1)C1=CC=C(C=C1)Cl ((S)-2-tert-Butoxy-2-(5-(4-chlorophenyl)-7-methyl-2-(pyrimidin-5-yl)quinolin-6-yl)acetic acid). As a reaction SMILES: [C:1]([O:5][C@@H:6]([C:10]1[C:11]([C:26]2[CH:31]=[CH:30][C:29]([Cl:32])=[CH:28][CH:27]=2)=[C:12]2[C:17](=[CH:18][C:19]=1[CH3:20])[N:16]=[C:15](C1NN=CC=1)[CH:14]=[CH:13]2)[C:7]([OH:9])=[O:8])([CH3:4])([CH3:3])[CH3:2].[N:33]1[CH:38]=[C:37](B(O)O)[CH:36]=[N:35][CH:34]=1>>[C:1]([O:5][C@@H:6]([C:10]1[C:11]([C:26]2[CH:31]=[CH:30][C:29]([Cl:32])=[CH:28][CH:27]=2)=[C:12]2[C:17](=[CH:18][C:19]=1[CH3:20])[N:16]=[C:15]([C:37]1[CH:38]=[N:33][CH:34]=[N:35][CH:36]=1)[CH:14]=[CH:13]2)[C:7]([OH:9])=[O:8])([CH3:3])([CH3:2])[CH3:4]. Procedure: (S)-2-tert-Butoxy-2-(5-(4-chlorophenyl)-7-methyl-2-(pyrimidin-5-yl)quinolin-6-yl)acetic acid (87) was prepared following the procedure used for (S)-2-tert-butoxy-2-(5-(4-chlorophenyl)-7-methyl-2-(1H-pyrazol-5-yl)quinolin-6-yl)acetic acid of Example 70 except that pyrimidin-5-ylboronic acid was used instead of 1H-pyrazol-5-ylboronic acid. 1H-NMR: 400 MHz, (CD3CN) δ: 9.52 (br s, 2 H), 9.26 (s, 1 H), 8.00 (s, 1H), 7.90 (d, J=8.8 Hz, 1 H), 7.83 (d, J=9.2 Hz, 1 H), 7.60 (m, 3 H), 7.37 (d, J=7.6 Hz, 1...